The task is: describe an organic reaction: reactants, conditions, products, and yield. This data is from the Open Reaction Database (ORD), a public repository of structured organic reaction records. Starting materials: [Al+3], C1CCOC1, [H-], [H-], [H-], [H-], [Li+], Nc1cccc(CCC(=O)N2CCOCC2)c1. The product is Nc1cccc(CCCN2CCOCC2)c1. RXN SMILES: [Al+3:2].[CH2:24]1[O:25][CH2:26][CH2:27][CH2:28]1.[H-:1].[H-:4].[H-:5].[H-:6].[Li+:3].[O:7]1[CH2:8][CH2:9][N:10]([C:13]([CH2:14][CH2:15][c:16]2[cH:17][c:18]([NH2:22])[cH:19][cH:20][cH:21]2)=[O:23])[CH2:11][CH2:12]1>>[O:7]1[CH2:8][CH2:9][N:10]([CH2:13][CH2:14][CH2:15][c:16]2[cH:17][c:18]([NH2:22])[cH:19][cH:20][cH:21]2)[CH2:11][CH2:12]1. Reactants: CC1=CC=CC=2C(C3=C(CCC21)C=CC=C3)(O)CCCNC(=O)OCCC (1-methyl-10,11-dihydro-5-(3-methylcarbethoxyaminopropyl)-5-hydroxy-5H-dibenzo[a,d]cycloheptene), [OH-].[K+] (potassium hydroxide). Run in C(CCC)O (n-butanol). Yields the product CC1=CC=CC=2C(C3=C(CCC21)C=CC=C3)(O)CCCNC (1-Methyl-10,11-dihydro-5-(3-methylaminopropyl)-5-hydroxy-5H-dibenzo[a,d]cycloheptene). As a reaction SMILES: [CH3:1][C:2]1[C:12]2[CH2:11][CH2:10][C:9]3[CH:13]=[CH:14][CH:15]=[CH:16][C:8]=3[C:7]([CH2:18][CH2:19][CH2:20][NH:21][C:22](OCCC)=O)([OH:17])[C:6]=2[CH:5]=[CH:4][CH:3]=1.[OH-].[K+]>C(O)CCC>[CH3:1][C:2]1[C:12]2[CH2:11][CH2:10][C:9]3[CH:13]=[CH:14][CH:15]=[CH:16][C:8]=3[C:7]([CH2:18][CH2:19][CH2:20][NH:21][CH3:22])([OH:17])[C:6]=2[CH:5]=[CH:4][CH:3]=1 |f:1.2|. Procedure details: 12.5 g. of 1-methyl-10,11-dihydro-5-(3-methylcarbethoxyaminopropyl)-5-hydroxy-5H-dibenzo[a,d]cycloheptene, 14 g. of potassium hydroxide and 120 ml. of n-butanol are boiled at reflux for 17 hours under nitrogen and with strong stirring. The butanol is removed by distillation under reduced pressure. The residue is taken up in ether and washed with water. 1-Methyl-10,11-dihydro-5-(3-methylaminopropyl)-5-hydroxy-5H-dibenzo[a,d]cycloheptene is obtained as a thick oil by evaporation of the ether. Starting materials: [Cl-].COC[P+](C1=CC=CC=C1)(C1=CC=CC=C1)C1=CC=CC=C1 ((Methoxymethyl)triphenylphosphonium chloride), BrC1=CC(=C(C=O)C(=C1)F)F (4-bromo-2,6-difluorobenzaldehyde), ice water, ice water, CC(C)(C)[O-].[K+] (t-BuOK). Solvent: O1CCCC1 (tetrahydrofuran), O1CCCC1 (tetrahydrofuran). Conditions: time 6 hour. The product is COC=CC1=C(C=C(C=C1F)Br)F (2-(4-Bromo-2,6-difluorophenyl)vinyl methyl ether). RXN SMILES: [Cl-].[CH3:2][O:3][CH2:4][P+](C1C=CC=CC=1)(C1C=CC=CC=1)C1C=CC=CC=1.CC([O-])(C)C.[K+].[Br:30][C:31]1[CH:38]=[C:37]([F:39])[C:34]([CH:35]=O)=[C:33]([F:40])[CH:32]=1>O1CCCC1>[CH3:2][O:3][CH:4]=[CH:35][C:34]1[C:37]([F:39])=[CH:38][C:31]([Br:30])=[CH:32][C:33]=1[F:40] |f:0.1,2.3|. Procedure: (Methoxymethyl)triphenylphosphonium chloride (1133 g, 3.7 mol) was suspended in tetrahydrofuran (7.0 L) under an argon atmosphere, and stirred with ice-water cooling. t-BuOK (397 g, 3.54 mol) was added in portions. Then a solution of 4-bromo-2,6-difluorobenzaldehyde (340 g, 1.54 mol) in tetrahydrofuran (2.7 L) was added and the reaction was stirred at room temperature for 6 hours. The solution was then poured into ice-water and extracted with ethyl acetate (2×). The combined organic phases were ... Reactants: N([C@H](C)C(=O)NCC(=O)N)C(=O)OCC1=CC=CC=C1 (Z-D-Ala-Gly-NH2), Peptide, ( 8 ). Solvent: CO (MeOH). Yields the product N([C@H](CC1=CC=CC=C1)C(=O)NCC(=O)N)C(=O)OCC1=CC=CC=C1 (Z-D-Phe-Gly-NH2). RXN SMILES: [NH:1]([C:11]([O:13][CH2:14][C:15]1[CH:20]=[CH:19][CH:18]=[CH:17][CH:16]=1)=[O:12])[C@@H:2]([C:4]([NH:6][CH2:7][C:8]([NH2:10])=[O:9])=[O:5])[CH3:3]>CO>[NH:1]([C:11]([O:13][CH2:14][C:15]1[CH:16]=[CH:17][CH:18]=[CH:19][CH:20]=1)=[O:12])[C@@H:2]([C:4]([NH:6][CH2:7][C:8]([NH2:10])=[O:9])=[O:5])[CH2:3][C:15]1[CH:20]=[CH:19][CH:18]=[CH:17][CH:16]=1. Reported procedure: Z-D-Ala-Gly-NH2 (21) (Richman et al., Int. Peptide Protein Res., 25:648-662 (1985), which is hereby incorporated by reference): 1H and 13C NMR data are identical to (8). HRMS (FAB+) MH+ calcd 280.1297 found 280.1298; [α]27D+10.5 (c 0.72, MeOH); lit. [α]D=+10.5. Reported procedure: To an ice-cold suspension of 3.0 g (8.27 mmol) [2-(4-chloro-phenyl)-5,6-difluoro-benzoimidazol-1-yl]-cyclopropyl-acetic acid in 105 ml tetrahydrofuran were added in portions 0.47 g (12.4 mmol) lithium aluminium hydride. After removal of the cooling bath the reaction mixture was stirred for 1 h at room temperature. The reaction mixture was poured onto 200 ml potassium sodium tartrate solution wan was extracted three times with ethyl acetate. The combined organic layers were washed with brine, dri... Run in O1CCCC1 (tetrahydrofuran). Conditions: time 1 hour. RXN SMILES: [Cl:1][C:2]1[CH:7]=[CH:6][C:5]([C:8]2[N:12]([CH:13]([CH:17]3[CH2:19][CH2:18]3)[C:14](O)=[O:15])[C:11]3[CH:20]=[C:21]([F:25])[C:22]([F:24])=[CH:23][C:10]=3[N:9]=2)=[CH:4][CH:3]=1.[H-].[Al+3].[Li+].[H-].[H-].[H-]>O1CCCC1>[Cl:1][C:2]1[CH:7]=[CH:6][C:5]([C:8]2[N:12]([CH:13]([CH:17]3[CH2:19][CH2:18]3)[CH2:14][OH:15])[C:11]3[CH:20]=[C:21]([F:25])[C:22]([F:24])=[CH:23][C:10]=3[N:9]=2)=[CH:4][CH:3]=1 |f:1.2.3.4.5.6|. Yield: 56.0%. Starting materials: ice, ClC1=CC=C(C=C1)C1=NC2=C(N1C(C(=O)O)C1CC1)C=C(C(=C2)F)F ([2-(4-chloro-phenyl)-5,6-difluoro-benzoimidazol-1-yl]-cyclopropyl-acetic acid), [H-].[Al+3].[Li+].[H-].[H-].[H-] (lithium aluminium hydride). Product: ClC1=CC=C(C=C1)C1=NC2=C(N1C(CO)C1CC1)C=C(C(=C2)F)F (2-[2-(4-Chloro-phenyl)-5,6-difluoro-benzoimidazol-1-yl]-2-cyclopropyl-ethanol). Starting materials: COC(C1=CC(C(=O)OC)=CC=C1)=O (isophthalic acid dimethyl ester), O[Li].O (LiOH.H2O), C(C1=CC(C(=O)Cl)=CC=C1)(=O)Cl (isophthaloyl chloride). The solvent is CO (methanol), ClCCl (dichloromethane), CO (methanol). Reaction conditions: time 8 hour. Product: COC(C1=CC(C(=O)O)=CC=C1)=O (Isophthalic acid mono-methyl ester). As a reaction SMILES: C(Cl)(=O)C1C=CC=C(C(Cl)=O)C=1.[CH3:13][O:14][C:15](=[O:26])[C:16]1[CH:25]=[CH:24][CH:23]=[C:18]([C:19]([O:21]C)=[O:20])[CH:17]=1.O[Li].O>ClCCl.CO>[CH3:13][O:14][C:15](=[O:26])[C:16]1[CH:25]=[CH:24][CH:23]=[C:18]([C:19]([OH:21])=[O:20])[CH:17]=1 |f:2.3|. Reported procedure: A solution of 12.18 g (60 mmol) isophthaloyl chloride in 60 ml dichloromethane was added to 60 ml anhydrous methanol at 0° C. The reaction was left overnight at rt. The reaction mixture was evaporated and the residue was dissolved in dichloromethane. The organic phase was washed twice with saturated NaHCO3 aq. The dichloromethane phase was dried and evaporated. Yield 11.05 g (56.9 mmol, 95%). A solution of 11.05 g (56.9 mmol) of isophthalic acid dimethyl ester and 2.39 g (56.9 mmol) LiOH.H2O in ...